From a dataset of the Open Reaction Database (ORD), a public repository of structured organic reaction records. describe an organic reaction: reactants, conditions, products, and yield Reactants: ice water, C(C)(=O)OCC (ethyl acetate), BrC=1C=NC2=C(C=CC=C2C1)NC(C1=C(C(=C(C=C1)OC)OC)OC)=O (3-bromo-8-(2,3,4-trimethoxybenzoylamino)quinoline), solution, B(Br)(Br)Br (boron tribromide). Run in [OH-].[Na+] (sodium hydroxide), ClCCl (dichloromethane), ClCCl (dichloromethane). Run at time 2 hour. The product is BrC=1C=NC2=C(C=CC=C2C1)NC(C1=C(C(=C(C=C1)O)O)O)=O (3-bromo-8-(2,3,4-trihydroxybenzoylamino)quinoline). Isolated yield 17.5%. RXN SMILES: [Br:1][C:2]1[CH:3]=[N:4][C:5]2[C:10]([CH:11]=1)=[CH:9][CH:8]=[CH:7][C:6]=2[NH:12][C:13](=[O:26])[C:14]1[CH:19]=[CH:18][C:17]([O:20]C)=[C:16]([O:22]C)[C:15]=1[O:24]C.B(Br)(Br)Br.C(OCC)(=O)C>ClCCl.[OH-].[Na+]>[Br:1][C:2]1[CH:3]=[N:4][C:5]2[C:10]([CH:11]=1)=[CH:9][CH:8]=[CH:7][C:6]=2[NH:12][C:13](=[O:26])[C:14]1[CH:19]=[CH:18][C:17]([OH:20])=[C:16]([OH:22])[C:15]=1[OH:24] |f:4.5|. Procedure details: To a solution of 3-bromo-8-(2,3,4-trimethoxybenzoylamino)quinoline (700 mg) in dichloromethane (10 ml) was added 1M solution of boron tribromide in dichloromethane (5.5 ml) under ice-cooling, and the mixture was stirred for 2 hours at ambient temperature. To the mixture was added ice-water, and the mixture was stirred for 1.5 hours. The mixture was adjusted to pH 4 with IN sodium hydroxide solution, and ethyl acetate was added thereto. The mixture was stirred at ambient temperature overnight, an... Reaction SMILES: [C:33](=[O:34])([O-:35])[O-:36].[CH3:40][S:41](=[O:42])[CH3:43].[ClH:39].[F:19][C:20]([CH2:21][CH2:22][S:23](=[O:24])(=[O:25])[CH2:26][C:27](=[O:28])[O:29][CH3:30])([F:31])[F:32].[K+:37].[K+:38].[c:1]1([CH3:2])[cH:3][cH:4][c:5]([S:6]([O:7][CH2:11][CH:12]=[CH:13][C:14]([F:15])([F:16])[F:17])(=[O:8])=[O:9])[cH:10][cH:18]1>>[CH2:11]([CH:12]=[CH:13][C:14]([F:15])([F:16])[F:17])[CH:26]([S:23]([CH2:22][CH2:21][C:20]([F:19])([F:31])[F:32])(=[O:24])=[O:25])[C:27](=[O:28])[O:29][CH3:30]. Reactants: O=C([O-])[O-], CS(C)=O, Cl, COC(=O)CS(=O)(=O)CCC(F)(F)F, [K+], [K+], Cc1ccc(S(=O)(=O)OCC=CC(F)(F)F)cc1. Product: COC(=O)C(CC=CC(F)(F)F)S(=O)(=O)CCC(F)(F)F. As a reaction SMILES: [CH3:1][NH2:2].[C:3]([O:7][C:8]([CH3:11])([CH3:10])[CH3:9])(=[O:6])[CH:4]=[CH2:5].CCOC(C)=O.CO>CCO>[C:8]([O:7][C:3](=[O:6])[CH2:4][CH2:5][NH:2][CH3:1])([CH3:11])([CH3:10])[CH3:9] |f:2.3|. Starting materials: C(C=C)(=O)OC(C)(C)C (tert-butyl acrylate), CCOC(=O)C.CO (EtOAc MeOH), solution, CN (methylamine). Product: C(C)(C)(C)OC(CCNC)=O (3-Methylamino-propionic acid tert-butyl ester). Solvent: CCO (EtOH), CCO (EtOH). Procedure: A 33% solution of methylamine in EtOH (62 ml) is cooled to 0°. A solution of tert-butyl acrylate (12.8 g) in EtOH (50 ml) is added dropwise over 2.5 hours. This mixture is allowed to reach room temperature over night. All volatiles are removed under reduced pressure and the residue chromatographed on silicagel using first EtOAc and then EtOAc/MeOH 1:1 as eluent. 7.81 g of a slightly yellow oil are obtained. TLC (silicagel, EtOAc/MeOH 1:1): rf 0.13. Reactants: solution, Cl (hydrogen chloride), C1(=CC=CC=C1)CCCCC1=C(OCC(CN2CCN(CC2)C2=CC=CC=C2)O)C=CC=C1 (1-[2-(4-phenylbutyl)phenoxy]-3-(4-phenylpiperazin-1-yl)-2-propanol). The solvent is O1CCOCC1 (dioxane), C(C)(=O)OCC (ethyl acetate). Conditions: time 1 hour. Product: Cl.Cl.C1(=CC=CC=C1)CCCCC1=C(OCC(CN2CCN(CC2)C2=CC=CC=C2)O)C=CC=C1 (1-[2-(4-Phenylbutyl)phenoxy]-3-(4-phenylpiperazin-1-yl)-2-propanol dihydrochloride). Yield: 92.0%. Reaction SMILES: [ClH:1].[C:2]1([CH2:8][CH2:9][CH2:10][CH2:11][C:12]2[CH:34]=[CH:33][CH:32]=[CH:31][C:13]=2[O:14][CH2:15][CH:16]([OH:30])[CH2:17][N:18]2[CH2:23][CH2:22][N:21]([C:24]3[CH:29]=[CH:28][CH:27]=[CH:26][CH:25]=3)[CH2:20][CH2:19]2)[CH:7]=[CH:6][CH:5]=[CH:4][CH:3]=1>O1CCOCC1.C(OCC)(=O)C>[ClH:1].[ClH:1].[C:2]1([CH2:8][CH2:9][CH2:10][CH2:11][C:12]2[CH:34]=[CH:33][CH:32]=[CH:31][C:13]=2[O:14][CH2:15][CH:16]([OH:30])[CH2:17][N:18]2[CH2:23][CH2:22][N:21]([C:24]3[CH:25]=[CH:26][CH:27]=[CH:28][CH:29]=3)[CH2:20][CH2:19]2)[CH:7]=[CH:6][CH:5]=[CH:4][CH:3]=1 |f:4.5.6|. Reported procedure: 1.55 ml of a 4N solution of hydrogen chloride in dioxane were added to a solution of 920 mg of 1-[2-(4-phenylbutyl)phenoxy]-3-(4-phenylpiperazin-1-yl)-2-propanol [prepared as described in step (a) above] in 20 ml of ethyl acetate, and the resulting mixture was allowed to stand at room temperature for 1 hour. The crystals which precipitated were collected by filtration and dried in vacuo, to give 990 mg (yield 92%) of the title compound as a colorless powder, melting at 102°-104° C.